Dataset: the Open Reaction Database (ORD), a public repository of structured organic reaction records. Task: describe an organic reaction: reactants, conditions, products, and yield Starting materials: NCCN(S(=O)(=O)C1=CC(=C(C=C1)OC)OC)C1=C(C=C(C=C1)C)CC1=C(C=CC=C1F)F (N-(2-aminoethyl)-N-[2-(2,6-difluorobenzyl)-4-methylphenyl]-3,4-dimethoxybenzenesulfonamide), NCCN(S(=O)(=O)C1=CC(=C(C=C1)OC)OC)C1=C(C=C(C=C1)C)CC1=C(C=CC=C1F)F (N-(2-aminoethyl)-N-[2-(2,6-difluorobenzyl)-4-methylphenyl]-3,4-dimethoxybenzenesulfonamide), C(C1=CC=CC=C1)N=C=O (benzyl isocyanate). The solvent is C1CCOC1 (THF). The product is C(C1=CC=CC=C1)NC(=O)NCCN(S(=O)(=O)C1=CC(=C(C=C1)OC)OC)C1=C(C=C(C=C1)C)CC1=C(C=CC=C1F)F (N-(2-{[(benzylamino)carbonyl]amino}ethyl)-N-[2-(2,6-difluorobenzyl)-4-methylphenyl]-3,4-dimethoxybenzenesulfonamide). The yield is 53.4%. As a reaction SMILES: [NH2:1][CH2:2][CH2:3][N:4]([C:18]1[CH:23]=[CH:22][C:21]([CH3:24])=[CH:20][C:19]=1[CH2:25][C:26]1[C:31]([F:32])=[CH:30][CH:29]=[CH:28][C:27]=1[F:33])[S:5]([C:8]1[CH:13]=[CH:12][C:11]([O:14][CH3:15])=[C:10]([O:16][CH3:17])[CH:9]=1)(=[O:7])=[O:6].[CH2:34]([N:41]=[C:42]=[O:43])[C:35]1[CH:40]=[CH:39][CH:38]=[CH:37][CH:36]=1>C1COCC1>[CH2:34]([NH:41][C:42]([NH:1][CH2:2][CH2:3][N:4]([C:18]1[CH:23]=[CH:22][C:21]([CH3:24])=[CH:20][C:19]=1[CH2:25][C:26]1[C:31]([F:32])=[CH:30][CH:29]=[CH:28][C:27]=1[F:33])[S:5]([C:8]1[CH:13]=[CH:12][C:11]([O:14][CH3:15])=[C:10]([O:16][CH3:17])[CH:9]=1)(=[O:6])=[O:7])=[O:43])[C:35]1[CH:40]=[CH:39][CH:38]=[CH:37][CH:36]=1. Procedure: To 1 g of N-(2-aminoethyl)-N-[2-(2,6-difluorobenzyl)-4-methylphenyl]-3,4-dimethoxybenzenesulfonamide (compound 215) dissolved in 20 ml of THF is added 0.266 g of benzyl isocyanate, and, after refluxing for 3 hours, the medium is evaporated to dryness. The residue is chromatographed on a column of silica gel, eluting with an 8/2 (v/v) toluene/ethyl acetate mixture to give 0.65 g of the expected product. Reactants: BrC=1C=C2N=C(C(=NC2=CC1)C1=CC=C(C=C1)OC)C1=CC=C(C=C1)OC (6-bromo-2,3-bis(4-methoxyphenyl)quinoxaline), C(C=C)(=O)OC (methyl acrylate), C1=CC=C(C=C1)P(C2=CC=CC=C2)C3=CC=CC=C3 (PPh3). The reagents and catalysts are CC(=O)[O-].CC(=O)[O-].[Pd+2] (Pd(OAc)2). Solvent: CN(C)C=O.CCN(CC)CC (DMF Et3N). Run at temperature 100 celsius, time 8 hour. Product: COC1=CC=C(C=C1)C1=NC2=CC=C(C=C2N=C1C1=CC=C(C=C1)OC)/C=C/C(=O)OC ((E)-methyl 3-(2,3-bis(4-methoxyphenyl)quinoxalin-6-yl)acrylate). Isolated yield 78.2%. RXN SMILES: Br[C:2]1[CH:3]=[C:4]2[C:9](=[CH:10][CH:11]=1)[N:8]=[C:7]([C:12]1[CH:17]=[CH:16][C:15]([O:18][CH3:19])=[CH:14][CH:13]=1)[C:6]([C:20]1[CH:25]=[CH:24][C:23]([O:26][CH3:27])=[CH:22][CH:21]=1)=[N:5]2.[C:28]([O:32][CH3:33])(=[O:31])[CH:29]=[CH2:30].C1C=CC(P(C2C=CC=CC=2)C2C=CC=CC=2)=CC=1>CN(C=O)C.CCN(CC)CC.CC([O-])=O.CC([O-])=O.[Pd+2]>[CH3:19][O:18][C:15]1[CH:14]=[CH:13][C:12]([C:7]2[C:6]([C:20]3[CH:21]=[CH:22][C:23]([O:26][CH3:27])=[CH:24][CH:25]=3)=[N:5][C:4]3[C:9](=[CH:10][CH:11]=[C:2](/[CH:30]=[CH:29]/[C:28]([O:32][CH3:33])=[O:31])[CH:3]=3)[N:8]=2)=[CH:17][CH:16]=1 |f:3.4,5.6.7|. Procedure: A solution of 6-bromo-2,3-bis(4-methoxyphenyl)quinoxaline (100 mg, 0.24 mmol, 1.00 equiv), methyl acrylate (40.8 mg, 0.47 mmol, 2.00 equiv), Pd(OAc)2 (5.3 mg, 0.02 mmol, 0.10 equiv), PPh3 (24.8 mg, 0.09 mmol, 0.40 equiv) in DMF/Et3N (4/2 mL). The resulting solution was stirred overnight at 100° C. under an inert atmosphere. The mixture was concentrated under vacuum and purified via silica gel column (ethyl acetate/petroleum ether (1:30)), yielding 80 mg (79%) of (E)-methyl 3-(2,3-bis(4-methoxyph... Reactants: NC1=NC(=NC=C1)CSCCNC(=NC#N)NC (4-amino-2-[2-(2-cyano-3-methylguanidino)ethylthiomethyl]pyrimidine), FC(CN=C=S)(F)F (2,2,2-trifluoroethylisothiocyanate), N1=CC=CC=C1 (pyridine). Run at time 4 hour. The product is FC(CN=C(NC1=NC(=NC=C1)CSCCNC(=NC)NC#N)N)(F)F (4-[2-(2,2,2-trifluoroethyl)guanidino]-2-[2-(3-cyano-2-methylguanidino)ethylthiomethyl]pyrimidine). Reaction SMILES: [NH2:1][C:2]1[CH:7]=[CH:6][N:5]=[C:4]([CH2:8][S:9][CH2:10][CH2:11][NH:12][C:13]([NH:17][CH3:18])=[N:14][C:15]#[N:16])[N:3]=1.[F:19][C:20]([F:26])([F:25])[CH2:21][N:22]=[C:23]=S.[N:27]1C=CC=CC=1>>[F:19][C:20]([F:26])([F:25])[CH2:21][N:22]=[C:23]([NH2:27])[NH:1][C:2]1[CH:7]=[CH:6][N:5]=[C:4]([CH2:8][S:9][CH2:10][CH2:11][NH:12][C:13]([NH:14][C:15]#[N:16])=[N:17][CH3:18])[N:3]=1. Procedure details: A mixture of 4-amino-2-[2-(2-cyano-3-methylguanidino)ethylthiomethyl]pyrimidine (0.5 g.), 2,2,2-trifluoroethylisothiocyanate (0.55 g.) and pyridine (10 ml.) was heated at 70° for 18 hours and then evaporated to dryness. The residue was dissolved in ethyl acetate and the solution washed with 2N aqueous acetic acid, dried and evaporated to dryness. The residue was dissolved in ethanolic ammonia (15 ml.), treated with yellow mercuric oxide (0.4 g.) and the mixture stirred at room temperature for 4 ...